From a dataset of the Open Reaction Database (ORD), a public repository of structured organic reaction records. describe an organic reaction: reactants, conditions, products, and yield Reactants: BrC1=C2C(=NC3=CC=C(C=C13)O)C1=CC=C(C=C1OC2)O (7-bromo-3,9-dihydroxy-6H-chromeno[4,3-b]quinoline), COC=1C=C(C=CC1)B(O)O (3-methoxyphenylboronic acid). Product: OC1=CC=C2C(=C1)OCC=1C2=NC2=CC=C(C=C2C1C1=CC(=CC=C1)OC)O (3,9-DIHYDROXY-7-(3-METHOXYPHENYL)-6H-CHROMENO[4,3-b]QUINOLINE). The yield is 87.0%. RXN SMILES: Br[C:2]1[C:11]2[C:6](=[CH:7][CH:8]=[C:9]([OH:12])[CH:10]=2)[N:5]=[C:4]2[C:13]3[C:18]([O:19][CH2:20][C:3]=12)=[CH:17][C:16]([OH:21])=[CH:15][CH:14]=3.[CH3:22][O:23][C:24]1[CH:25]=[C:26](B(O)O)[CH:27]=[CH:28][CH:29]=1>>[OH:21][C:16]1[CH:17]=[C:18]2[O:19][CH2:20][C:3]3[C:4](=[N:5][C:6]4[C:11]([C:2]=3[C:28]3[CH:27]=[CH:26][CH:25]=[C:24]([O:23][CH3:22])[CH:29]=3)=[CH:10][C:9]([OH:12])=[CH:8][CH:7]=4)[C:13]2=[CH:14][CH:15]=1. Procedure details: This compound was prepared from 7-bromo-3,9-dihydroxy-6H-chromeno[4,3-b]quinoline (7) using 3-methoxyphenylboronic acid according to method M. Yellow powder; Yield: 87%; mp 155-158° C. (dec.); 1H-NMR (400 MHz, DMSOd-6) δ 3.82 (s, 3H), 4.99 (d, J=14.2 Hz, 1H), 5.04 (d, J=14.2 Hz, 1H), 6.35 (d, J=2.3 Hz, 1H), 6.60 (dd, J=8.6, 2.3 Hz, 1H), 6.71 (d, J=2.7 Hz, 1H), 6.90 (m, 1H), 6.92 (d, J=1.6 Hz, 1H), 7.12 (m, 1H), 7.24 (dd, J=9.1, 2.7 Hz, 1H), 7.52 (dd, J=8.2, 7.9 Hz, 1H), 7.89 (d, J=9.1 Hz, 1H), 8... The reactants are CN(C)C=O, Clc1nccnc1Cl, [H-], O=C1CCCN1, [Na+]. Yields the product O=C1CCCN1c1nccnc1Cl. Reaction SMILES: [CH3:17][N:18]([CH3:19])[CH:20]=[O:21].[Cl:9][c:10]1[n:11][cH:12][cH:13][n:14][c:15]1[Cl:16].[H-:1].[NH:3]1[C:4](=[O:8])[CH2:5][CH2:6][CH2:7]1.[Na+:2]>>[N:3]1([c:15]2[c:10]([Cl:9])[n:11][cH:12][cH:13][n:14]2)[C:4](=[O:8])[CH2:5][CH2:6][CH2:7]1. Reactants: C[N+](C)(C)[O-], CS(C)=O, ClCCCOc1ccc(-c2nc(CCl)co2)cc1, ClCCl, O. The product is O=Cc1coc(-c2ccc(OCCCCl)cc2)n1. RXN SMILES: [CH3:1][N+:2]([CH3:3])([CH3:4])[O-:5].[CH3:9][S:10]([CH3:11])=[O:12].[Cl:13][CH2:14][c:15]1[n:16][c:17](-[c:20]2[cH:21][cH:22][c:23]([O:26][CH2:27][CH2:28][CH2:29][Cl:30])[cH:24][cH:25]2)[o:18][cH:19]1.[Cl:6][CH2:7][Cl:8].[OH2:31]>>[O:5]=[CH:14][c:15]1[n:16][c:17](-[c:20]2[cH:21][cH:22][c:23]([O:26][CH2:27][CH2:28][CH2:29][Cl:30])[cH:24][cH:25]2)[o:18][cH:19]1. Starting materials: COC(C1=C(N=C(C=C1)CN(C=O)C=O)Cl)=O (2-chloro-6-diformylaminomethylnicotinic acid methyl ester), O (water), C(=O)O (formic acid). The solvent is CO (methanol). Product: COC(C1=C(N=C(C=C1)CNC=O)Cl)=O (2-Chloro-6-formylaminomethylnicotinic acid methyl ester). RXN SMILES: [CH3:1][O:2][C:3](=[O:17])[C:4]1[CH:9]=[CH:8][C:7]([CH2:10][N:11](C=O)[CH:12]=[O:13])=[N:6][C:5]=1[Cl:16].O.C(O)=O>CO>[CH3:1][O:2][C:3](=[O:17])[C:4]1[CH:9]=[CH:8][C:7]([CH2:10][NH:11][CH:12]=[O:13])=[N:6][C:5]=1[Cl:16]. Reported procedure: To a solution of 2-chloro-6-diformylaminomethylnicotinic acid methyl ester (53.0 g, 0.21 mol) in methanol (300 mL) was added water (3.72 mL, 0.21 mol) and formic acid (15.6 mL, 0.42 mol) before the reaction mixture was heated at reflux for 16 hours. The reaction mixture was concentrated in vacuo and the residue dissolved in ethyl acetate (200 mL). The resultant solution was washed with water (200 mL) and the aqueous layer extracted with ethyl acetate (2×100 mL). The combined organic extracts wer... Reactants: CC1=CC=CC=2N(C(=NC21)CCC)CC=2C=CC(=NC2)C2=C(C=CC=C2)C#N (4-methyl-2-propyl-1-[[2-(2-cyanophenyl)-5-pyridinyl]methyl]-1H-benzimidazol), [N-]=[N+]=[N-].[Na+] (NaN3), C(CCC)[Sn](CCCC)(CCCC)Cl (tri-n-butyltin chloride). The solvent is xylenes. Yields the product CC1=CC=CC=2N(C(=NC21)CCC)CC=2C=CC(=NC2)C2=C(C=CC=C2)C2=NN=NN2 (4-Methyl-2-propyl-1-[[2-[2-(1H-tetrazol-5-yl)phenyl]-5-pyridinyl]methyl]-1H-benzimidazole). Isolated yield 46.0%. As a reaction SMILES: [CH3:1][C:2]1[C:10]2[N:9]=[C:8]([CH2:11][CH2:12][CH3:13])[N:7]([CH2:14][C:15]3[CH:16]=[CH:17][C:18]([C:21]4[CH:26]=[CH:25][CH:24]=[CH:23][C:22]=4[C:27]#[N:28])=[N:19][CH:20]=3)[C:6]=2[CH:5]=[CH:4][CH:3]=1.[N-:29]=[N+:30]=[N-:31].[Na+].C([Sn](Cl)(CCCC)CCCC)CCC>>[CH3:1][C:2]1[C:10]2[N:9]=[C:8]([CH2:11][CH2:12][CH3:13])[N:7]([CH2:14][C:15]3[CH:16]=[CH:17][C:18]([C:21]4[CH:26]=[CH:25][CH:24]=[CH:23][C:22]=4[C:27]4[NH:31][N:30]=[N:29][N:28]=4)=[N:19][CH:20]=3)[C:6]=2[CH:5]=[CH:4][CH:3]=1 |f:1.2|. Procedure details: A mixture of 4-methyl-2-propyl-1-[[2-(2-cyanophenyl)-5-pyridinyl]methyl]-1H-benzimidazol (0.87 g, 2.39 mmol), NaN3 (0.77 g, 11.94 mmol), and tri-n-butyltin chloride (3.88 g, 11.94 mmol) in xylenes (20 mL) was heated under reflux for 20 h. The reaction mixture was concentrated and 2N HCl was added. The mixture was extracted with ether (discarded) and adjusted to pH 5 with 50% NaOH. The aqueous phase was extracted with CH2Cl2, and the extracts were washed with water, dried, and concentrated. Purif... Starting materials: Cl.N1=CC=C(C=C1)CC(=O)O (4-pyridylacetic acid hydrochloride), Cl.COC([C@@H](NC([C@@H](N)C)=O)CC1=CC=CC=C1)=O (N-(L-alaninyl)-L-phenylalanine methyl ester hydrochloride), C(=O)(OC(C)(C)C)N[C@@H](C)C(=O)O (N-BOC-L-alanine), Cl.COC([C@@H](N)CC1=CC=CC=C1)=O (L-phenylalanine methyl ester hydrochloride). The solvent is CO.C(Cl)(Cl)Cl (MeOH CHCl3). Yields the product COC([C@@H](NC([C@@H](NC(CC1=CC=NC=C1)=O)C)=O)CC1=CC=CC=C1)=O (N-[N-(4Pyridylacetyl)-L-alaninyl]-L-phenylalanine Methyl Ester). As a reaction SMILES: Cl.[N:2]1[CH:7]=[CH:6][C:5]([CH2:8][C:9]([OH:11])=O)=[CH:4][CH:3]=1.Cl.[CH3:13][O:14][C:15](=[O:30])[C@H:16]([CH2:23][C:24]1[CH:29]=[CH:28][CH:27]=[CH:26][CH:25]=1)[NH:17][C:18](=[O:22])[C@H:19]([CH3:21])[NH2:20].C(N[C@H](C(O)=O)C)(OC(C)(C)C)=O.Cl.COC(=O)[C@H](CC1C=CC=CC=1)N>CO.C(Cl)(Cl)Cl>[CH3:13][O:14][C:15](=[O:30])[C@H:16]([CH2:23][C:24]1[CH:29]=[CH:28][CH:27]=[CH:26][CH:25]=1)[NH:17][C:18](=[O:22])[C@H:19]([CH3:21])[NH:20][C:9](=[O:11])[CH2:8][C:5]1[CH:4]=[CH:3][N:2]=[CH:7][CH:6]=1 |f:0.1,2.3,5.6,7.8|. Reported procedure: Following General Procedure C and using 4-pyridylacetic acid hydrochloride (Aldrich) and N-(L-alaninyl)-L-phenylalanine methyl ester hydrochloride (prepared from N-BOC-L-alanine (Sigma) and L-phenylalanine methyl ester hydrochloride (Sigma) using General Procedure C, followed by removal of the BOC-group using General Procedure P), the title compound was prepared as a solid (mp=152-154° C.). The reaction was monitored by tlc (Rf=0.4 in 10% MeOH/CHCl3) and the product was purified by silica gel ch... Starting materials: FC(C=1C=C(C=CC1)NC(C)=O)(F)F (N-(3-trifluoromethyl-phenyl)-acetamide), [N+](=O)(O)[O-] (nitric acid). Run at time 10 minute. Yields the product [N+](=O)([O-])C1=C(C=CC=C1C(F)(F)F)NC(C)=O (N-(2-Nitro-3-trifluoromethyl-phenyl)-acetamide). Yield: 27.7%. RXN SMILES: [F:1][C:2]([F:14])([F:13])[C:3]1[CH:4]=[C:5]([NH:9][C:10](=[O:12])[CH3:11])[CH:6]=[CH:7][CH:8]=1.[N+:15]([O-])([OH:17])=[O:16]>>[N+:15]([C:4]1[C:3]([C:2]([F:13])([F:14])[F:1])=[CH:8][CH:7]=[CH:6][C:5]=1[NH:9][C:10](=[O:12])[CH3:11])([O-:17])=[O:16]. Procedure details: N-(3-trifluoromethyl-phenyl)-acetamide (2.8 g, 13.7 mmol) was added in small portions to the cold fuming nitric acid (10 mL) taken in a dry round bottom flask at −10° C. The reaction mixture was stirred for another 10 minutes at the same temperature then quenched with water (50 mL) and extracted with ethyl acetate. The combined organic layers were dried over sodium sulphate and concentrated to dryness. The obtained residue was purified by column chromatography using 20% ethylacetate in hexane to... The reactants are Cc1ccc(N)cc1Br, CN1CCCC1=O, O=C1NC(=O)C(c2cccc([N+](=O)[O-])c2)=C1Cl, Cl. Yields the product Cc1ccc(NC2=C(c3cccc([N+](=O)[O-])c3)C(=O)NC2=O)cc1Br. As a reaction SMILES: [Br:1][c:2]1[cH:3][c:4]([NH2:5])[cH:6][cH:7][c:8]1[CH3:9].[CH3:27][N:28]1[CH2:29][CH2:30][CH2:31][C:32]1=[O:33].[Cl:10][C:11]1=[C:15]([c:16]2[cH:17][c:18]([N+:22](=[O:23])[O-:24])[cH:19][cH:20][cH:21]2)[C:14](=[O:25])[NH:13][C:12]1=[O:26].[ClH:34]>>[Br:1][c:2]1[cH:3][c:4]([NH:5][C:11]2=[C:15]([c:16]3[cH:17][c:18]([N+:22](=[O:23])[O-:24])[cH:19][cH:20][cH:21]3)[C:14](=[O:25])[NH:13][C:12]2=[O:26])[cH:6][cH:7][c:8]1[CH3:9]. Reactants: resultant solution, ClC1=CC(=C(C(=O)O)C=C1)OC (4-Chloro-2-methoxy-benzoic acid), CN(C)C=O (DMF), C(C(=O)Cl)(=O)Cl (Oxalyl chloride). Run in ClCCl (dichloromethane). The product is ClC1=CC(=C(C(=O)Cl)C=C1)OC (4-chloro-2-methoxy-benzoyl chloride). RXN SMILES: [Cl:1][C:2]1[CH:10]=[CH:9][C:5]([C:6](O)=[O:7])=[C:4]([O:11][CH3:12])[CH:3]=1.CN(C=O)C.C(Cl)(=O)C([Cl:21])=O>ClCCl>[Cl:1][C:2]1[CH:10]=[CH:9][C:5]([C:6]([Cl:21])=[O:7])=[C:4]([O:11][CH3:12])[CH:3]=1. Procedure: 4-Chloro-2-methoxy-benzoic acid (0.50 g, 2.7 mmol) and DMF (50 μl) were added to dichloromethane (9 ml). Oxalyl chloride (0.47 ml, 5.4 mmol) was then added to the mixture and the resultant solution stirred at room temperature for 2 hours. The reaction was monitored to completion by LC-MS. The reaction was concentrated in vacuo to afford crude 4-chloro-2-methoxy-benzoyl chloride. The reactants are COc1cc(CN2CCC(CCN3CCC(Nc4nc5ccccc5n4Cc4ccc(F)cc4)CC3)(Cc3ccc(F)cc3)C2=O)cc(OC)c1OC, CS(=O)(=O)O, CCOC(C)=O. Product: COc1cc(CN2CCC(CCN3CCC(Nc4nc5ccccc5n4Cc4ccc(F)cc4)CC3)(Cc3ccc(F)cc3)C2=O)cc(OC)c1OC, CS(=O)(=O)O. RXN SMILES: [CH3:1][O:2][c:3]1[cH:4][c:5]([CH2:6][N:7]2[C:8](=[O:46])[C:9]([CH2:12][c:13]3[cH:14][cH:15][c:16]([F:19])[cH:17][cH:18]3)([CH2:20][CH2:21][N:22]3[CH2:23][CH2:24][CH:25]([NH:28][c:29]4[n:30][c:31]5[c:32]([n:33]4[CH2:34][c:35]4[cH:36][cH:37][c:38]([F:41])[cH:39][cH:40]4)[cH:42][cH:43][cH:44][cH:45]5)[CH2:26][CH2:27]3)[CH2:10][CH2:11]2)[cH:47][c:48]([O:52][CH3:53])[c:49]1[O:50][CH3:51].[CH3:54][S:55]([OH:56])(=[O:57])=[O:58].[CH3:59][CH2:60][O:61][C:62](=[O:63])[CH3:64]>>[CH3:1][O:2][c:3]1[cH:4][c:5]([CH2:6][N:7]2[C:8](=[O:46])[C:9]([CH2:12][c:13]3[cH:14][cH:15][c:16]([F:19])[cH:17][cH:18]3)([CH2:20][CH2:21][N:22]3[CH2:23][CH2:24][CH:25]([NH:28][c:29]4[n:30][c:31]5[c:32]([n:33]4[CH2:34][c:35]4[cH:36][cH:37][c:38]([F:41])[cH:39][cH:40]4)[cH:42][cH:43][cH:44][cH:45]5)[CH2:26][CH2:27]3)[CH2:10][CH2:11]2)[cH:47][c:48]([O:52][CH3:53])[c:49]1[O:50][CH3:51].[CH3:54][S:55](=[O:56])(=[O:57])[OH:58].